This data is from the Open Reaction Database (ORD), a public repository of structured organic reaction records. The task is: describe an organic reaction: reactants, conditions, products, and yield Starting materials: BrC=1C=CC(=NC1OCC1(COC1)C)C(=O)O (5-bromo-6-(3-methyl-oxetan-3-ylmethoxy)-pyridine-2-carboxylic acid), Cl.S1C(=NC=C1)C1(COC1)N (3-(thiazol-2-yl)oxetan-3-amine hydrochloride). Yields the product S1C(=NC=C1)C1(COC1)NC(=O)C1=NC(=C(C=C1)Br)OCC1(COC1)C (5-Bromo-6-(3-methyl-oxetan-3-ylmethoxy)-pyridine-2-carboxylic acid (3-thiazol-2-yl-oxetan-3-yl)-amide). Reaction SMILES: [Br:1][C:2]1[CH:3]=[CH:4][C:5]([C:15]([OH:17])=O)=[N:6][C:7]=1[O:8][CH2:9][C:10]1([CH3:14])[CH2:13][O:12][CH2:11]1.Cl.[S:19]1[CH:23]=[CH:22][N:21]=[C:20]1[C:24]1([NH2:28])[CH2:27][O:26][CH2:25]1>>[S:19]1[CH:23]=[CH:22][N:21]=[C:20]1[C:24]1([NH:28][C:15]([C:5]2[CH:4]=[CH:3][C:2]([Br:1])=[C:7]([O:8][CH2:9][C:10]3([CH3:14])[CH2:11][O:12][CH2:13]3)[N:6]=2)=[O:17])[CH2:27][O:26][CH2:25]1 |f:1.2|. Procedure: The title compound was synthesized in analogy to Example 280c, using 5-bromo-6-(3-methyl-oxetan-3-ylmethoxy)-pyridine-2-carboxylic acid (Example 280b) and 3-(thiazol-2-yl)oxetan-3-amine hydrochloride (Example 281b) as starting materials, MS (EI): m/e=440.4 [M+H]+. Reactants: BrC=1NC2=CC=CC=C2C1 (bromoindole), CI (MeI), [Li]CCCC (n-BuLi). Solvent: C1CCOC1 (THF). Conditions: time 15 minute. Product: CC=1NC2=CC=CC=C2C1 (2-methylindole), solid. The yield is 80.0%. Reaction SMILES: Br[C:2]1[NH:3][C:4]2[C:9]([CH:10]=1)=[CH:8][CH:7]=[CH:6][CH:5]=2.[Li][CH2:12]CCC.CI>C1COCC1>[CH3:12][C:2]1[NH:3][C:4]2[C:9]([CH:10]=1)=[CH:8][CH:7]=[CH:6][CH:5]=2. Procedure: The 2-bromoindole derivative 19-1 (1.009 g, 3.00 mmol, prepared as described in Example 12 of WO 03/010141) was dissolved in anhydrous THF (25 mL) under an argon atmosphere and the solution cooled to −78° C. n-BuLi (2.0 M in hexane, 1.60 mL, 3.20 mmol) was added dropwise and the mixture stirred for 15 min. MeI (0.37 mL, 2.00 mmol) was added and stirring was continued for an additional 30 min. The reaction mixture was then warmed up to RT and volatiles removed under reduced pressure. The residue ...